From a dataset of the Open Reaction Database (ORD), a public repository of structured organic reaction records. describe an organic reaction: reactants, conditions, products, and yield Starting materials: OCCCBr, O=C([O-])[O-], Oc1ccc(Oc2ccccc2)cc1Cl, [Cs+], [Cs+], CN(C)C=O. Product: OCCCOc1ccc(Oc2ccccc2)cc1Cl. RXN SMILES: [Br:16][CH2:17][CH2:18][CH2:19][OH:20].[C:21](=[O:22])([O-:23])[O-:24].[Cl:1][c:2]1[c:3]([OH:15])[cH:4][cH:5][c:6]([O:8][c:9]2[cH:10][cH:11][cH:12][cH:13][cH:14]2)[cH:7]1.[Cs+:25].[Cs+:26].[O:27]=[CH:28][N:29]([CH3:30])[CH3:31]>>[Cl:1][c:2]1[c:3]([O:15][CH2:17][CH2:18][CH2:19][OH:20])[cH:4][cH:5][c:6]([O:8][c:9]2[cH:10][cH:11][cH:12][cH:13][cH:14]2)[cH:7]1. Starting materials: C[O-].[Na+] (sodium methoxide), COC(CCC1=C(C=C(C=C1)SC(N(C)C)=O)C)=O (3-(4-Dimethylcarbamoylsulfanyl-2-methyl-phenyl)-propionic acid methyl ester), Cl (HCl). Solvent: C(C)(=O)OCC (ethyl acetate), CO (methanol). Product: COC(CCC1=C(C=C(C=C1)S)C)=O (3-(4-Mercapto-2-methyl-phenyl)-propionic acid methyl ester). Yield: 118.3%. As a reaction SMILES: [CH3:1][O:2][C:3](=[O:19])[CH2:4][CH2:5][C:6]1[CH:11]=[CH:10][C:9]([S:12]C(=O)N(C)C)=[CH:8][C:7]=1[CH3:18].C[O-].[Na+].Cl>CO.C(OCC)(=O)C>[CH3:1][O:2][C:3](=[O:19])[CH2:4][CH2:5][C:6]1[CH:11]=[CH:10][C:9]([SH:12])=[CH:8][C:7]=1[CH3:18] |f:1.2|. Procedure: 3-(4-Dimethylcarbamoylsulfanyl-2-methyl-phenyl)-propionic acid methyl ester (5.01 g, 17.8 mmol) is diluted with methanol (30 mL) and to this is added sodium methoxide (1.7 mL of 4M in methanol, 7.23 mmol). The reaction is heated to reflux under nitrogen and monitored by TLC. After complete conversion, 20 h., the reaction is allowed to cool to room temperature. The reaction is nuetralized with 1N HCl (7.23 mL) and diluted with ethyl acetate (150 mL). The two phases are seperated and the organic l... Reported procedure: A solution of methyl 6-{[(trifluoromethyl)sulfonyl]oxy}-1-naphthoate (0.97 g, 2.91 mmol), tetrakis(triphenylphosphine) palladium (0) (0.13 g, 0.116 mmol), 2 M Na2CO3 (13.6 mL) and 2-chloro-4-[((1,1-dimethylethyl)dimethylsilyl)oxy]phenylboronic acid (1 g, 3.49 mmol) in ethylene glycol dimethyl ether (15.5 mL) was heated at 80° C. for 40 minutes. The reaction mixture was cooled to room temperature, diluted with water and EtOAc, and transferred to a separatory funnel. The organic phase was separate... The product is ClC1=C(C=CC(=C1)O)C=1C=C2C=CC=C(C2=CC1)C(=O)OC (Methyl 6-(2-chloro-4-hydroxyphenyl)-1-naphthalenecarboxylate). The reagents and catalysts are [Pd].C1(=CC=CC=C1)P(C1=CC=CC=C1)C1=CC=CC=C1.C1(=CC=CC=C1)P(C1=CC=CC=C1)C1=CC=CC=C1.C1(=CC=CC=C1)P(C1=CC=CC=C1)C1=CC=CC=C1.C1(=CC=CC=C1)P(C1=CC=CC=C1)C1=CC=CC=C1 (tetrakis(triphenylphosphine) palladium (0)). The reactants are FC(S(=O)(=O)OC=1C=C2C=CC=C(C2=CC1)C(=O)OC)(F)F (methyl 6-{[(trifluoromethyl)sulfonyl]oxy}-1-naphthoate), C(=O)([O-])[O-].[Na+].[Na+] (Na2CO3), ClC1=C(C=CC(=C1)O[Si](C)(C)C(C)(C)C)B(O)O (2-chloro-4-[((1,1-dimethylethyl)dimethylsilyl)oxy]phenylboronic acid). Yield: 81.3%. Run in COCCOC (ethylene glycol dimethyl ether), O (water), CCOC(=O)C (EtOAc). As a reaction SMILES: FC(F)(F)S(O[C:7]1[CH:8]=[C:9]2[C:14](=[CH:15][CH:16]=1)[C:13]([C:17]([O:19][CH3:20])=[O:18])=[CH:12][CH:11]=[CH:10]2)(=O)=O.C([O-])([O-])=O.[Na+].[Na+].[Cl:29][C:30]1[CH:35]=[C:34]([O:36][Si](C(C)(C)C)(C)C)[CH:33]=[CH:32][C:31]=1B(O)O>COCCOC.O.CCOC(C)=O.[Pd].C1(P(C2C=CC=CC=2)C2C=CC=CC=2)C=CC=CC=1.C1(P(C2C=CC=CC=2)C2C=CC=CC=2)C=CC=CC=1.C1(P(C2C=CC=CC=2)C2C=CC=CC=2)C=CC=CC=1.C1(P(C2C=CC=CC=2)C2C=CC=CC=2)C=CC=CC=1>[Cl:29][C:30]1[CH:35]=[C:34]([OH:36])[CH:33]=[CH:32][C:31]=1[C:7]1[CH:8]=[C:9]2[C:14](=[CH:15][CH:16]=1)[C:13]([C:17]([O:19][CH3:20])=[O:18])=[CH:12][CH:11]=[CH:10]2 |f:1.2.3,8.9.10.11.12|. The reactants are ClC1=C(SC=C1)C(C(=C)C1=CC=NC=C1)=O (1-(3-chlorothiophen-2-yl)-2-(pyridin-4-yl)prop-2-en-1-one), COC(N(C)C)OC (N,N-dimethylformamide dimethyl acetal). Run in O (water), CN(C=O)C (N,N-dimethylformamide). Product: ClC1=C(SC=C1)C(C(=CN(C)C)C1=CC=NC=C1)=O (1-(3-chlorothiophen-2-yl)-3-(dimethylamino)-2-(pyridin-4-yl)prop-2-en-1-one). Isolated yield 74.6%. Reaction SMILES: [Cl:1][C:2]1[CH:6]=[CH:5][S:4][C:3]=1[C:7](=[O:16])[C:8]([C:10]1[CH:15]=[CH:14][N:13]=[CH:12][CH:11]=1)=[CH2:9].CO[CH:19](OC)[N:20](C)[CH3:21]>CN(C)C=O.O>[Cl:1][C:2]1[CH:6]=[CH:5][S:4][C:3]=1[C:7](=[O:16])[C:8]([C:10]1[CH:15]=[CH:14][N:13]=[CH:12][CH:11]=1)=[CH:9][N:20]([CH3:21])[CH3:19]. Procedure: To a solution of 1-(3-chlorothiophen-2-yl)-2-(pyridin-4-yl)prop-2-en-1-one (1 eq, 27 mmol) in anhydrous N,N-dimethylformamide (40 mL) was added N,N-dimethylformamide dimethyl acetal (4 eq, 108 mmol). The reaction mixture was stirred under reflux for 1.5 h. The mixture was diluted with water (600 mL) and extracted with dichloromethane (4×200 mL) and ethylacetate (4×200 mL). The combined extracts were washed with water, brine, dried over Na2SO4 and concentrated. The obtained residue was purified b... As a reaction SMILES: Br[CH2:2][CH2:3][CH2:4][O:5][C:6]1[CH:7]=[C:8]([C:12]2[C:16]3[S:17][CH:18]=[CH:19][C:15]=3[O:14][N:13]=2)[CH:9]=[CH:10][CH:11]=1.C(=O)([O-])[O-].[K+].[K+].[CH2:26]1[C:35]2[C:30](=[CH:31][CH:32]=[CH:33][CH:34]=2)[CH2:29][CH2:28][NH:27]1.C(#N)C>C(Cl)Cl>[O:14]1[C:15]2[CH:19]=[CH:18][S:17][C:16]=2[C:12]([C:8]2[CH:7]=[C:6]([CH:11]=[CH:10][CH:9]=2)[O:5][CH2:4][CH2:3][CH2:2][N:27]2[CH2:28][CH2:29][C:30]3[C:35](=[CH:34][CH:33]=[CH:32][CH:31]=3)[CH2:26]2)=[N:13]1 |f:1.2.3|. Procedure details: The title compound is prepared from 3-[3-(3-bromo-propoxy)-phenyl]-thieno[2,3-d]isoxazole, potassium carbonate, 1,2,3,4-tetrahydroisoquinoline and acetonitrile essentially as described above in example 48 except that the crude product is dissolve in DCM and purified by using a step gradient of 50% ethyl acetate in heptane, to 100% ethyl acetate. Purity by LC/MS (APCI)=96%, [M+H]+=391. Product: O1N=C(C2=C1C=CS2)C=2C=C(OCCCN1CC3=CC=CC=C3CC1)C=CC2 (2-[3-(3-thieno[2,3-d]isoxazol-3-yl-phenoxy)-propyl]-1,2,3,4-tetrahydroisoquinoline). Run in C(Cl)Cl (DCM). Starting materials: crude product, BrCCCOC=1C=C(C=CC1)C1=NOC2=C1SC=C2 (3-[3-(3-bromo-propoxy)-phenyl]-thieno[2,3-d]isoxazole), C([O-])([O-])=O.[K+].[K+] (potassium carbonate), C1NCCC2=CC=CC=C12 (1,2,3,4-tetrahydroisoquinoline), C(C)#N (acetonitrile). Starting materials: CON(C(=O)C1=CC=C(C=C1)C)C (N-methoxy-N-methyl-p-toluamide), CC1=CC=C(C[Mg]Cl)C=C1 (4-methylbenzylmagnesium chloride), Cl (hydrochloric acid). Run in O1CCCC1 (tetrahydrofuran), O (water). Reaction conditions: time 1 hour. The product is C1(=CC=C(C=C1)C(CC1=CC=C(C=C1)C)=O)C (1,2-di-p-tolylethan-1-one). Isolated yield 64.8%. As a reaction SMILES: CON(C)[C:4]([C:6]1[CH:11]=[CH:10][C:9]([CH3:12])=[CH:8][CH:7]=1)=[O:5].[CH3:14][C:15]1[CH:23]=[CH:22][C:18]([CH2:19][Mg]Cl)=[CH:17][CH:16]=1.Cl>O1CCCC1.O>[C:9]1([CH3:12])[CH:10]=[CH:11][C:6]([C:4](=[O:5])[CH2:14][C:15]2[CH:23]=[CH:22][C:18]([CH3:19])=[CH:17][CH:16]=2)=[CH:7][CH:8]=1. Procedure details: Under an argon atmosphere, a solution of 10.40 g of N-methoxy-N-methyl-p-toluamide in 100 ml of tetrahydrofuran was ice-cooled and 4-methylbenzylmagnesium chloride (solution prepared by dissolving 10.60 g of α-chloro-p-xylene and 1.94 g of magnesium in 85 ml of tetrahydrofuran) was added dropwise. After stirring for one hour, 100 ml of 10% hydrochloric acid was slowly added. The reaction solution was diluted with water, extracted with diethyl ether, washed with water and then dried over anhydrou... Reactants: ClC1=C(C=CC=C1)C1CC(C=2C(=NN(C2C1)CCCC1=CC=CC=C1)C)=O (6-(2-chlorophenyl)-3-methyl-1-(3-phenylpropyl)-4,5,6,7-tetrahydroindazol-4-one), C(=N)(N)NN.Cl (aminoguanidine hydrochloride), Cl (hydrochloric acid), O (water). Run in C(C)O (ethanol). The product is Cl.ClC1=C(C=CC=C1)C1CC(C=2C(=NN(C2C1)CCCC1=CC=CC=C1)C)=NNC(=N)N (6-(2-chlorophenyl)-4-guanidinoimino-3-methyl-1-(3-phenylpropyl)-4,5,6,7-tetrahydroindazole hydrochloride). Yield: 175.4%. As a reaction SMILES: [Cl:1][C:2]1[CH:7]=[CH:6][CH:5]=[CH:4][C:3]=1[CH:8]1[CH2:16][C:15]2[N:14]([CH2:17][CH2:18][CH2:19][C:20]3[CH:25]=[CH:24][CH:23]=[CH:22][CH:21]=3)[N:13]=[C:12]([CH3:26])[C:11]=2[C:10](=O)[CH2:9]1.[C:28]([NH:31][NH2:32])([NH2:30])=[NH:29].Cl.Cl.O>C(O)C>[ClH:1].[Cl:1][C:2]1[CH:7]=[CH:6][CH:5]=[CH:4][C:3]=1[CH:8]1[CH2:16][C:15]2[N:14]([CH2:17][CH2:18][CH2:19][C:20]3[CH:25]=[CH:24][CH:23]=[CH:22][CH:21]=3)[N:13]=[C:12]([CH3:26])[C:11]=2[C:10](=[N:32][NH:31][C:28]([NH2:30])=[NH:29])[CH2:9]1 |f:1.2,6.7|. Reported procedure: A mixture of 6-(2-chlorophenyl)-3-methyl-1-(3-phenylpropyl)-4,5,6,7-tetrahydroindazol-4-one (0.11 g), aminoguanidine hydrochloride (0.048 g), concentrated hydrochloric acid (0.073 ml), water (0.073 ml) and ethanol (10 ml) was refluxed for 8 hours. Under reduced pressure, the solvent was evaporated, and the resulting crystals were recrystallized from ethanol to give 6-(2-chlorophenyl)-4-guanidinoimino-3-methyl-1-(3-phenylpropyl)-4,5,6,7-tetrahydroindazole hydrochloride (Compound 153) (0.12 g) as ...